describe an organic reaction: reactants, conditions, products, and yield From a dataset of the Open Reaction Database (ORD), a public repository of structured organic reaction records. The reactants are C=C(Br)C(F)(F)F, COCCOC, OB(O)c1cc(Cl)cc(Cl)c1, [K+], C1CCOC1, [OH-], [Pd], c1ccc(P(c2ccccc2)c2ccccc2)cc1, c1ccc(P(c2ccccc2)c2ccccc2)cc1, c1ccc(P(c2ccccc2)c2ccccc2)cc1, c1ccc(P(c2ccccc2)c2ccccc2)cc1. Yields the product C=C(c1cc(Cl)cc(Cl)c1)C(F)(F)F. Reaction SMILES: [Br:19][C:20](=[CH2:21])[C:22]([F:23])([F:24])[F:25].[CH3:103][O:104][CH2:105][CH2:106][O:107][CH3:108].[Cl:8][c:9]1[cH:10][c:11]([B:16]([OH:17])[OH:18])[cH:12][c:13]([Cl:15])[cH:14]1.[K+:7].[O:1]1[CH2:2][CH2:3][CH2:4][CH2:5]1.[OH-:6].[Pd:26].[c:27]1([P:28]([c:29]2[cH:30][cH:31][cH:32][cH:33][cH:34]2)[c:35]2[cH:36][cH:37][cH:38][cH:39][cH:40]2)[cH:41][cH:42][cH:43][cH:44][cH:45]1.[c:46]1([P:47]([c:48]2[cH:49][cH:50][cH:51][cH:52][cH:53]2)[c:54]2[cH:55][cH:56][cH:57][cH:58][cH:59]2)[cH:60][cH:61][cH:62][cH:63][cH:64]1.[c:65]1([P:66]([c:67]2[cH:68][cH:69][cH:70][cH:71][cH:72]2)[c:73]2[cH:74][cH:75][cH:76][cH:77][cH:78]2)[cH:79][cH:80][cH:81][cH:82][cH:83]1.[c:84]1([P:85]([c:86]2[cH:87][cH:88][cH:89][cH:90][cH:91]2)[c:92]2[cH:93][cH:94][cH:95][cH:96][cH:97]2)[cH:98][cH:99][cH:100][cH:101][cH:102]1>>[Cl:8][c:9]1[cH:10][c:11]([C:20](=[CH2:21])[C:22]([F:23])([F:24])[F:25])[cH:12][c:13]([Cl:15])[cH:14]1. Starting materials: IC=1C=C(C(=O)OC)C=C(C1)I (Methyl 3,5-diiodobenzoate), O.NN (hydrazine hydrate), O (water). Solvent: C(C)O (ethanol). Run at time 1 hour. Product: IC=1C=C(C(=O)NN)C=C(C1)I (3,5-Diiodobenzohydrazide). As a reaction SMILES: [I:1][C:2]1[CH:3]=[C:4]([CH:9]=[C:10]([I:12])[CH:11]=1)[C:5](OC)=[O:6].O.[NH2:14][NH2:15].O>C(O)C>[I:1][C:2]1[CH:3]=[C:4]([CH:9]=[C:10]([I:12])[CH:11]=1)[C:5]([NH:14][NH2:15])=[O:6] |f:1.2|. Procedure details: To Methyl 3,5-diiodobenzoate (5.0 g, 12.89 mmol) in ethanol (70.0 ml) was added hydrazine hydrate (20.0 ml) under stirring. During heating, white solid was appeared. The reaction was kept 50° C. for 1 h. Heating was stopped and then water (100.0 ml) was added. After cooling down to room temperature, the white product solid was collected by filtration. The product was washed with water and dried under vacuum. Final white product was obtained in 4.6 g (92.0%). 1H NMR (400 MHz, DMSO-d6, δ): 9.92 (s... Solvent: Cl (hydrochloric acid), C(C)(=O)O (acetic acid). RXN SMILES: [O:1]=[C:2]1[C:10]2[C:5](=[CH:6][CH:7]=[CH:8][CH:9]=2)[C:4](=[O:11])[N:3]1[CH2:12][CH2:13][C:14]1[N:18]([CH3:19])[N:17]=[C:16]([C:20]([O:22]CC)=[O:21])[CH:15]=1>Cl.C(O)(=O)C>[O:11]=[C:4]1[C:5]2[C:10](=[CH:9][CH:8]=[CH:7][CH:6]=2)[C:2](=[O:1])[N:3]1[CH2:12][CH2:13][C:14]1[N:18]([CH3:19])[N:17]=[C:16]([C:20]([OH:22])=[O:21])[CH:15]=1. Procedure: A solution of ethyl 5-[2-(1,3-dioxo-1,3-dihydro-2H-isoindol-2-yl)ethyl]-1-methyl-1H-pyrazole-3-carboxylate (75.2 g, 230 mmol) in 1 M aqueous hydrochloric acid (450 mL) and acetic acid (450 mL) was heated at 100° C. (internal temperature) for 5.2 hours, cooled to ambient temperature, and stirred for about 12 hours. A white solid was isolated by filtration, washed with water, and dried to provide 52.6 g of 5-[2-(1,3-dioxo-1,3-dihydro-2H-isoindol-2-yl)ethyl]-1-methyl-1H-pyrazole-3-carboxylic acid. Product: O=C1N(C(C2=CC=CC=C12)=O)CCC1=CC(=NN1C)C(=O)O (5-[2-(1,3-dioxo-1,3-dihydro-2H-isoindol-2-yl)ethyl]-1-methyl-1H-pyrazole-3-carboxylic acid). Reaction conditions: time 12 hour. Isolated yield 76.4%. Reactants: O=C1N(C(C2=CC=CC=C12)=O)CCC1=CC(=NN1C)C(=O)OCC (ethyl 5-[2-(1,3-dioxo-1,3-dihydro-2H-isoindol-2-yl)ethyl]-1-methyl-1H-pyrazole-3-carboxylate). Starting materials: ClC=1C(=NC(=C(C1NN)Cl)Cl)C(=O)O (3,5,6-trichloro-4-hydrazinopicolinic acid), Cl[O-].[Na+] (sodium hypochlorite), Cl (hydrochloric acid), [OH-].[Na+] (sodium hydroxide), Cl[O-].[Na+] (sodium hypochlorite). Run in O (water). Reaction conditions: time 3 minute. Yields the product ClC=1C(=NC(=C(C1)Cl)Cl)C(=O)O (3,5,6-trichloropicolinic acid). Yield: 110.4%. Reaction SMILES: [Cl:1][C:2]1[C:3]([C:12]([OH:14])=[O:13])=[N:4][C:5]([Cl:11])=[C:6]([Cl:10])[C:7]=1NN.[OH-].[Na+].Cl[O-].[Na+].Cl>O>[Cl:1][C:2]1[C:3]([C:12]([OH:14])=[O:13])=[N:4][C:5]([Cl:11])=[C:6]([Cl:10])[CH:7]=1 |f:1.2,3.4|. Procedure: A mixture was prepared by admixing 3 grams (0.01 mole) of 3,5,6-trichloro-4-hydrazinopicolinic acid with 15 milliliters of 20 percent sodium hydroxide and 20 milliliters of water. To this mixture at 30°C was added 25 milliliters (0.018 mole) of a 5.25 percent sodium hypochlorite solution. Immediate gas evolution was noted which ceased after about 3 minutes. Five minutes after the addition of the sodium hypochlorite solution, the reaction mixture was acidified to a pH of about 2 with concentrated... Starting materials: Brc1ccc2ncccc2c1, Cn1cc(-c2ccc3nnc(S)n3n2)cn1, CCN(C(C)C)C(C)C, CN(C)C=O, O=C(C=Cc1ccccc1)C=Cc1ccccc1, O=C(C=Cc1ccccc1)C=Cc1ccccc1, O=C(C=Cc1ccccc1)C=Cc1ccccc1, [Pd], [Pd]. Yields the product Cn1cc(-c2ccc3nnc(Sc4ccc5ncccc5c4)n3n2)cn1. RXN SMILES: [Br:1][c:2]1[cH:3][c:4]2[cH:5][cH:6][cH:7][n:8][c:9]2[cH:10][cH:11]1.[CH3:21][n:22]1[n:23][cH:24][c:25](-[c:27]2[cH:28][cH:29][c:30]3[n:31]([n:32]2)[c:33]([SH:36])[n:34][n:35]3)[cH:26]1.[CH:12]([N:13]([CH:14]([CH3:15])[CH3:16])[CH2:17][CH3:18])([CH3:19])[CH3:20].[O:37]=[CH:38][N:39]([CH3:40])[CH3:41].[O:44]=[C:45]([CH:46]=[CH:47][c:48]1[cH:49][cH:50][cH:51][cH:52][cH:53]1)[CH:54]=[CH:55][c:56]1[cH:57][cH:58][cH:59][cH:60][cH:61]1.[O:62]=[C:63]([CH:64]=[CH:65][c:66]1[cH:67][cH:68][cH:69][cH:70][cH:71]1)[CH:72]=[CH:73][c:74]1[cH:75][cH:76][cH:77][cH:78][cH:79]1.[O:80]=[C:81]([CH:82]=[CH:83][c:84]1[cH:85][cH:86][cH:87][cH:88][cH:89]1)[CH:90]=[CH:91][c:92]1[cH:93][cH:94][cH:95][cH:96][cH:97]1.[Pd:42].[Pd:43]>>[c:2]1([S:36][c:33]2[n:31]3[c:30]([cH:29][cH:28][c:27](-[c:25]4[cH:24][n:23][n:22]([CH3:21])[cH:26]4)[n:32]3)[n:35][n:34]2)[cH:3][c:4]2[cH:5][cH:6][cH:7][n:8][c:9]2[cH:10][cH:11]1. Reactants: O.NN (hydrazine hydrate), FC(C=1C=CC2=C(C(=NCC=3N2C(=NN3)CON3C(C=2C(C3=O)=CC=CC2)=O)C2=C(C=CC=C2)Cl)C1)(F)F (8-trifluoromethyl-6-(o-chlorophenyl)-1-[(phthalimidooxy)methyl]-4H-s-triazolo[4,3-a][1,4]benzodiazepine). Solvent: C(C)O (ethanol). Yields the product NOCC1=NN=C2N1C1=C(C(=NC2)C2=C(C=CC=C2)Cl)C=C(C=C1)C(F)(F)F (1-[(aminooxy)methyl]-8-trifluoromethyl-6-(o-chlorophenyl)-4H-s-triazolo[4,3-a][1,4]benzodiazepine). Reaction SMILES: O.NN.[F:4][C:5]([F:41])([F:40])[C:6]1[CH:7]=[CH:8][C:9]2[N:15]3[C:16]([CH2:19][O:20][N:21]4C(=O)C5=CC=CC=C5C4=O)=[N:17][N:18]=[C:14]3[CH2:13][N:12]=[C:11]([C:32]3[CH:37]=[CH:36][CH:35]=[CH:34][C:33]=3[Cl:38])[C:10]=2[CH:39]=1>C(O)C>[NH2:21][O:20][CH2:19][C:16]1[N:15]2[C:9]3[CH:8]=[CH:7][C:6]([C:5]([F:41])([F:40])[F:4])=[CH:39][C:10]=3[C:11]([C:32]3[CH:37]=[CH:36][CH:35]=[CH:34][C:33]=3[Cl:38])=[N:12][CH2:13][C:14]2=[N:18][N:17]=1 |f:0.1|. Procedure details: In the manner given in Example 2, a solution of hydrazine hydrate in ethanol is reacted at 65° C. with 8-trifluoromethyl-6-(o-chlorophenyl)-1-[(phthalimidooxy)methyl]-4H-s-triazolo[4,3-a][1,4]benzodiazepine to give 1-[(aminooxy)methyl]-8-trifluoromethyl-6-(o-chlorophenyl)-4H-s-triazolo[4,3-a][1,4]benzodiazepine.